Dataset: the Open Reaction Database (ORD), a public repository of structured organic reaction records. Task: describe an organic reaction: reactants, conditions, products, and yield Reactants: Cc1nc2ccc(Br)cc2c(-c2ccccc2)c1C(=O)C(F)(F)F, OC1CNC1. Yields the product Cc1nc2ccc(N3CC(O)C3)cc2c(-c2ccccc2)c1C(=O)C(F)(F)F. Reaction SMILES: [Br:1][c:2]1[cH:3][c:4]2[c:5](-[c:19]3[cH:20][cH:21][cH:22][cH:23][cH:24]3)[c:6]([C:13]([C:14]([F:15])([F:16])[F:17])=[O:18])[c:7]([CH3:12])[n:8][c:9]2[cH:10][cH:11]1.[NH:25]1[CH2:26][CH:27]([OH:29])[CH2:28]1>>[c:2]1([N:25]2[CH2:26][CH:27]([OH:29])[CH2:28]2)[cH:3][c:4]2[c:5](-[c:19]3[cH:20][cH:21][cH:22][cH:23][cH:24]3)[c:6]([C:13]([C:14]([F:15])([F:16])[F:17])=[O:18])[c:7]([CH3:12])[n:8][c:9]2[cH:10][cH:11]1. Starting materials: OC1=CC(=NN1C1=CC=C(C=C1)S(=O)(=O)O)C(=O)O (5-hydroxy-1-(4-sulfophenyl)-1H-pyrazole-3-carboxylic acid), CN(C1=CC=C(C=O)C=C1)C (4-dimethylaminobenzaldehyde), C(C)(=O)[O-].[NH4+] (ammonium acetate). Run in C(C)O (ethanol). Conditions: time 7 hour. Yields the product CN(C1=CC=C(C=C2C(=NN(C2=O)C2=CC=C(C=C2)S(=O)(=O)O)C(=O)O)C=C1)C.[NH4+] (Ammonium 4-(4-dimethylaminobenzylidene)-5-oxo-1-(4-sulfophenyl)-4,5-dihydro-1H-pyrazole-3-carboxylic acid). As a reaction SMILES: [OH:1][C:2]1[N:6]([C:7]2[CH:12]=[CH:11][C:10]([S:13]([OH:16])(=[O:15])=[O:14])=[CH:9][CH:8]=2)[N:5]=[C:4]([C:17]([OH:19])=[O:18])[CH:3]=1.[CH3:20][N:21]([CH3:30])[C:22]1[CH:29]=[CH:28][C:25]([CH:26]=O)=[CH:24][CH:23]=1.C([O-])(=O)C.[NH4+:35]>C(O)C>[CH3:20][N:21]([CH3:30])[C:22]1[CH:29]=[CH:28][C:25]([CH:26]=[C:3]2[C:2](=[O:1])[N:6]([C:7]3[CH:8]=[CH:9][C:10]([S:13]([OH:16])(=[O:15])=[O:14])=[CH:11][CH:12]=3)[N:5]=[C:4]2[C:17]([OH:19])=[O:18])=[CH:24][CH:23]=1.[NH4+:35] |f:2.3,5.6|. Procedure details: 2.85 g of 5-hydroxy-1-(4-sulfophenyl)-1H-pyrazole-3-carboxylic acid, 1.65 g of 4-dimethylaminobenzaldehyde and 0.8 g of ammonium acetate in 25 mL of ethanol were heated at 60° C. After 7 hours, the mixture was cooled and filtered. Reaction SMILES: Cl.C(N)(=N)C.[O-]CC.[Na+].ClC1C=CC=CC=1C(C(=CN(C)C)C(OCC)=O)=O.[Cl:29][C:30]1[CH:35]=[CH:34][CH:33]=[CH:32][C:31]=1[C:36]1[C:41]([C:42]([O:44][CH2:45][CH3:46])=[O:43])=[CH:40][N:39]=[C:38]([C:47]2C=CC=CC=2)[N:37]=1>C(O)C>[Cl:29][C:30]1[CH:35]=[CH:34][CH:33]=[CH:32][C:31]=1[C:36]1[C:41]([C:42]([O:44][CH2:45][CH3:46])=[O:43])=[CH:40][N:39]=[C:38]([CH3:47])[N:37]=1 |f:0.1,2.3|. The yield is 73.7%. Reaction conditions: time 10 minute. Run in C(C)O (ethanol), C(C)O (ethanol). Yields the product ClC1=C(C=CC=C1)C1=NC(=NC=C1C(=O)OCC)C (Ethyl 4-(2-chlorophenyl)-2-methyl-5-pyrimidinecarboxylate). Reported procedure: To a stirred solution of 2.09 g of acetoamidine hydrochloride in 50 cc of ethanol was added 1.50 g of sodium ethoxide at room temperature and the mixture was stirred for 10 minutes. The resulting suspension was added to 6.1 g of compound D in 50 cc of ethanol and the resulting mixture was heated under reflux for 6 hours. Thereafter, 4.5 g of compound F was obtained in the same manner as for compound E. Yield: 73.7%. The reactants are Cl.C(C)(=N)N (acetoamidine hydrochloride), [O-]CC.[Na+] (sodium ethoxide), ClC1=C(C=CC=C1)C1=NC(=NC=C1C(=O)OCC)C1=CC=CC=C1 (Ethyl 4-(2-chlorophenyl)-2-phenyl-5-pyrimidinecarboxylate), ClC1=C(C(=O)C(C(=O)OCC)=CN(C)C)C=CC=C1 (Ethyl 2-(2-chlorobenzoyl)-3-dimethylaminopropenoate).